This data is from the Open Reaction Database (ORD), a public repository of structured organic reaction records. The task is: describe an organic reaction: reactants, conditions, products, and yield Starting materials: Intermediate 1, ClC1=CC=C2C(C(NC2=C1)=O)=O (6-chloro isatin), C(#N)CC(=O)OC (methyl cyanoacetate). Product: ClC1=CC=C2/C(/C(NC2=C1)=O)=C(/C(=O)OC)\C#N (methyl (2Z)-(6-chloro-2-oxo-1,2-dihydro-3H-indol-3-ylidene)(cyano)-acetate). The yield is 84.0%. As a reaction SMILES: [Cl:1][C:2]1[CH:10]=[C:9]2[C:5]([C:6](=O)[C:7](=[O:11])[NH:8]2)=[CH:4][CH:3]=1.[C:13]([CH2:15][C:16]([O:18][CH3:19])=[O:17])#[N:14]>>[Cl:1][C:2]1[CH:10]=[C:9]2[C:5](/[C:6](=[C:15](\[C:13]#[N:14])/[C:16]([O:18][CH3:19])=[O:17])/[C:7](=[O:11])[NH:8]2)=[CH:4][CH:3]=1. Reported procedure: Following the general method as outlined for Intermediate 1, starting from 6-chloro isatin and methyl cyanoacetate, the title compound was isolated, after evaporation, as a dark brown solid in 84% yield. This was a 5.5:1 mixture of geometric isomers (98% purity by HPLC). Reactants: CC1(C(NC(N1)=O)=O)CC (5-methyl-5-ethylhydantoin), C(=C)OCCCl (2-chloroethyl vinyl ether), C([O-])([O-])=O.[K+].[K+] (potassium carbonate). The solvent is CN(C=O)C (dimethylformamide). Reaction conditions: time 35 minute. Product: C(=C)OCCN1C(NC(C1=O)(CC)C)=O (3-[2-(Vinyloxy)-ethyl]-5-methyl-5-ethyl-hydantoin). RXN SMILES: [CH3:1][C:2]1([CH2:9][CH3:10])[NH:6][C:5](=[O:7])[NH:4][C:3]1=[O:8].[CH:11]([O:13][CH2:14][CH2:15]Cl)=[CH2:12].C(=O)([O-])[O-].[K+].[K+]>CN(C)C=O>[CH:11]([O:13][CH2:14][CH2:15][N:4]1[C:3](=[O:8])[C:2]([CH3:1])([CH2:9][CH3:10])[NH:6][C:5]1=[O:7])=[CH2:12] |f:2.3.4|. Reported procedure: A mixture of 71.04 g (0.5 mol) of 5-methyl-5-ethylhydantoin, 55.94 g (0.5 mol+5% excess) of 2-chloroethyl vinyl ether, 36.28 g (0.25 mol+5% excess) of anhydrous potassium carbonate and 150 ml of dimethylformamide is stirred, analogously to Example 1, for 4 hours and 35 minutes at 122°-129° C. After completion of the reaction, the reaction mixture is filtered and the clear filtrate is concentrated on a rotary evaporator at 80° C. under vacuum from a waterpump. The residue is taken up in 200 ml of... As a reaction SMILES: [CH3:1][CH:2]([C:3](=[O:4])[OH:5])[c:6]1[cH:7][c:8]([C:16]([F:17])([F:18])[F:19])[cH:9][c:10]([C:12]([F:13])([F:14])[F:15])[cH:11]1.[ClH:20].[F:21][c:22]1[c:23]([C:28]2([NH2:35])[CH2:29][CH2:30][C:31](=[O:34])[CH2:32][CH2:33]2)[cH:24][cH:25][cH:26][cH:27]1>>[CH3:1][CH:2]([C:3](=[O:4])[NH:35][C:28]1([c:23]2[c:22]([F:21])[cH:27][cH:26][cH:25][cH:24]2)[CH2:29][CH2:30][C:31](=[O:34])[CH2:32][CH2:33]1)[c:6]1[cH:7][c:8]([C:16]([F:17])([F:18])[F:19])[cH:9][c:10]([C:12]([F:13])([F:14])[F:15])[cH:11]1. Starting materials: CC(C(=O)O)c1cc(C(F)(F)F)cc(C(F)(F)F)c1, Cl, NC1(c2ccccc2F)CCC(=O)CC1. Product: CC(C(=O)NC1(c2ccccc2F)CCC(=O)CC1)c1cc(C(F)(F)F)cc(C(F)(F)F)c1. Reactants: C (charcoal), OC=1C(=CC2=C(C(C(=CO2)C2=CC(=CC=C2)C)=O)C1)O (6,7-Dihydroxy-3-(3-methylphenyl)-4H-1-benzopyran-4-one). Reagents/catalysts: S(O)(O)(=O)=O (sulphuric acid), [Pd] (palladium). Solvent: O1CCOCC1.C(C)O (dioxan ethanol), C(Cl)Cl (methylene chloride). Yields the product OC=1C(=CC2=C(CC(CO2)C2=CC(=CC=C2)C)C1)O (3,4-dihydro-6,7-dihydroxy-3-(3-methylphenyl)-2H-1-benzopyran). Reaction SMILES: [OH:1][C:2]1[C:3]([OH:20])=[CH:4][C:5]2[O:10][CH:9]=[C:8]([C:11]3[CH:16]=[CH:15][CH:14]=[C:13]([CH3:17])[CH:12]=3)[C:7](=O)[C:6]=2[CH:19]=1.C>O1CCOCC1.C(O)C.S(=O)(=O)(O)O.C(Cl)Cl.[Pd]>[OH:1][C:2]1[C:3]([OH:20])=[CH:4][C:5]2[O:10][CH2:9][CH:8]([C:11]3[CH:16]=[CH:15][CH:14]=[C:13]([CH3:17])[CH:12]=3)[CH2:7][C:6]=2[CH:19]=1 |f:2.3|. Procedure: 6,7-Dihydroxy-3-(3-methylphenyl)-4H-1-benzopyran-4-one (1.2 g), dissolved in a mixture of dioxan/ethanol 4:6 (40 ml), is hydrogenated for 24 h at room temperature over palladium 5% on active charcoal (0.48 g) in the presence of a few drops of concentrated sulphuric acid. After filtration of the catalyst, the filtrate is evaporated to dryness under vacuum. An oil is obtained which is dissolved in methylene chloride. The solution is washed with water and dried over magnesium sulphate to give an oi... Reactants: ClC1=CC=C(C=C1)C1=CC(=NC=C1OCC(F)(F)F)C(=O)O (4-(4-chloro-phenyl)-5-(2,2,2-trifluoro-ethoxy)-pyridine-2-carboxylic acid), C1(CC1)C1=CC(=NO1)CN (5-cyclopropyl-3-isoxazolemethanamine). The product is ClC1=CC=C(C=C1)C1=CC(=NC=C1OCC(F)(F)F)C(=O)NCC1=NOC(=C1)C1CC1 (4-(4-chlorophenyl)-N-((5-cyclopropylisoxazol-3-yl)methyl)-5-(2,2,2-trifluoroethoxy)picolinamide). RXN SMILES: [Cl:1][C:2]1[CH:7]=[CH:6][C:5]([C:8]2[C:13]([O:14][CH2:15][C:16]([F:19])([F:18])[F:17])=[CH:12][N:11]=[C:10]([C:20](O)=[O:21])[CH:9]=2)=[CH:4][CH:3]=1.[CH:23]1([C:26]2[O:30][N:29]=[C:28]([CH2:31][NH2:32])[CH:27]=2)[CH2:25][CH2:24]1>>[Cl:1][C:2]1[CH:7]=[CH:6][C:5]([C:8]2[C:13]([O:14][CH2:15][C:16]([F:17])([F:19])[F:18])=[CH:12][N:11]=[C:10]([C:20]([NH:32][CH2:31][C:28]3[CH:27]=[C:26]([CH:23]4[CH2:25][CH2:24]4)[O:30][N:29]=3)=[O:21])[CH:9]=2)=[CH:4][CH:3]=1. Procedure: The title compound was synthesized in analogy to Example 1, using 4-(4-chloro-phenyl)-5-(2,2,2-trifluoro-ethoxy)-pyridine-2-carboxylic acid (example D) and 5-cyclopropyl-3-isoxazolemethanamine (CAS Registry No. 1060817-49-3) as starting materials; LC-MS (UV peak area/ESI) 98.6%, 452.0979 (M+H)+.